The task is: describe an organic reaction: reactants, conditions, products, and yield. This data is from the Open Reaction Database (ORD), a public repository of structured organic reaction records. The reactants are COC1=CC=CC=C1OC(=O)C2=CC=CC=C2OC(=O)C3=CC=CC=C3O (guaiacol salsalate), C(C)(=O)OC(C)=O (acetic anhydride). The product is CC(=O)OC1=CC=CC=C1C(=O)OC2=CC=CC=C2C(=O)OC3=CC=CC=C3OC (guaiacol acetylsalsalate). RXN SMILES: [CH3:1][O:2][C:3]1[C:8]([O:9][C:10]([C:12]2[C:17]([O:18][C:19]([C:21]3[C:26]([OH:27])=[CH:25][CH:24]=[CH:23][CH:22]=3)=[O:20])=[CH:16][CH:15]=[CH:14][CH:13]=2)=[O:11])=[CH:7][CH:6]=[CH:5][CH:4]=1.[C:28](OC(=O)C)(=[O:30])[CH3:29]>>[CH3:29][C:28]([O:27][C:26]1[C:21]([C:19]([O:18][C:17]2[C:12]([C:10]([O:9][C:8]3[C:3]([O:2][CH3:1])=[CH:4][CH:5]=[CH:6][CH:7]=3)=[O:11])=[CH:13][CH:14]=[CH:15][CH:16]=2)=[O:20])=[CH:22][CH:23]=[CH:24][CH:25]=1)=[O:30]. Procedure details: treating the guaiacol salsalate (II) with acetic anhydride to obtain guaiacol acetylsalsalate (III) in accordance with the reaction: ##STR4## In stage (a) the 2-hydroxybenzoylchloride is dissolved in an organic solvent, preferably 1,2-dichloroethane, the solution is cooled to a temperature of between -2° and +2° C., and N,N-dimethylaniline and guaiacol salsalate are added under energetic agitation.